Task: describe an organic reaction: reactants, conditions, products, and yield. Dataset: the Open Reaction Database (ORD), a public repository of structured organic reaction records Reactants: Cl (hydrochloric acid), CS(=O)(=O)NC(OC1=CC=CC=C1)=NCCSCC=1OC(=CC1)CN(C(C(Cl)(Cl)Cl)=O)C (N-methanesulfonyl-N'-[2-[[5-[N-methyl-N-(trichloroacetyl)aminomethyl]-2-furyl]methylthio]ethyl]-O-phenylisourea), C1=CC(=CC=C1[C@H](CN)O)O (DL-octopamine), C(C)(=O)[O-].[K+] (potassium acetate). The solvent is C(C)N(CC)CC (triethylamine), C(C)#N (acetonitrile), O (water), C(C)(=O)OCC (ethyl acetate). Yields the product OC(CNC(=NCCSCC=1OC(=CC1)CN(C(C(Cl)(Cl)Cl)=O)C)NS(=O)(=O)C)C1=CC=C(C=C1)O (N-[2-hydroxy-2-(4-hydroxyphenyl)ethyl]-N'-methanesulfonyl-N"-[2-[[5-[N-methyl-N-(trichloroacetyl)aminomethyl]-2-furyl]methylthio]ethyl]guanidine). The yield is 82.7%. Reaction SMILES: [CH3:1][S:2]([NH:5][C:6](=[N:14][CH2:15][CH2:16][S:17][CH2:18][C:19]1[O:20][C:21]([CH2:24][N:25]([CH3:32])[C:26](=[O:31])[C:27]([Cl:30])([Cl:29])[Cl:28])=[CH:22][CH:23]=1)OC1C=CC=CC=1)(=[O:4])=[O:3].[CH:33]1[C:38]([C@@H:39]([OH:42])[CH2:40][NH2:41])=[CH:37][CH:36]=[C:35]([OH:43])[CH:34]=1.C([O-])(=O)C.[K+].Cl>O.C(OCC)(=O)C.C(N(CC)CC)C.C(#N)C>[OH:42][CH:39]([C:38]1[CH:37]=[CH:36][C:35]([OH:43])=[CH:34][CH:33]=1)[CH2:40][NH:41][C:6]([NH:5][S:2]([CH3:1])(=[O:3])=[O:4])=[N:14][CH2:15][CH2:16][S:17][CH2:18][C:19]1[O:20][C:21]([CH2:24][N:25]([CH3:32])[C:26](=[O:31])[C:27]([Cl:28])([Cl:29])[Cl:30])=[CH:22][CH:23]=1 |f:2.3|. Procedure: To 160 ml of acetonitrile were added 32.6 g of N-methanesulfonyl-N'-[2-[[5-[N-methyl-N-(trichloroacetyl)aminomethyl]-2-furyl]methylthio]ethyl]-O-phenylisourea, 13.8 g of DL-octopamine, 21 ml of triethylamine and 2.94 g of potassium acetate. The mixture was refluxed for 1 hour in a nitrogen atmosphere. After cooling, the solvent was removed by distillation under reduced pressure. To the residue thus obtained were added 250 ml of ethyl acetate and 150 ml of water. The mixture was adjusted to pH 2.... The reactants are CCCCC1(CC)C=C(c2ccccc2)c2ccccc2SC1, ClCCl, [Na+], [OH-], O, O=C(OO)c1cccc(Cl)c1. Yields the product CCCCC1(CC)C=C(c2ccccc2)c2ccccc2S(=O)(=O)C1. RXN SMILES: [CH2:1]([CH2:2][CH2:3][CH3:4])[C:5]1([CH2:22][CH3:23])[CH2:6][S:7][c:8]2[c:9]([cH:18][cH:19][cH:20][cH:21]2)[C:10]([c:12]2[cH:13][cH:14][cH:15][cH:16][cH:17]2)=[CH:11]1.[Cl:38][CH2:39][Cl:40].[Na+:37].[OH-:36].[OH2:35].[OH:24][O:25][C:26]([c:27]1[cH:28][c:29]([Cl:30])[cH:31][cH:32][cH:33]1)=[O:34]>>[CH2:1]([CH2:2][CH2:3][CH3:4])[C:5]1([CH2:22][CH3:23])[CH2:6][S:7](=[O:35])(=[O:36])[c:8]2[c:9]([cH:18][cH:19][cH:20][cH:21]2)[C:10]([c:12]2[cH:13][cH:14][cH:15][cH:16][cH:17]2)=[CH:11]1. Starting materials: O (water), C(C=C)CNC(C#N)(C)C (2-Allylmethylamino-2-methylpropionitrile), sodium dihydro-bis[2-methoxy-ethoxy]aluminate. Solvent: C1=CC=CC=C1 (benzene), C1=CC=CC=C1 (benzene). Conditions: time 8 hour. Yields the product C(C=C)CNC(CN)(C)C (2-Allylmethylamino-2-methylpropylamine). RXN SMILES: [CH2:1]([CH2:4][NH:5][C:6]([CH3:10])([CH3:9])[C:7]#[N:8])[CH:2]=[CH2:3].O>C1C=CC=CC=1>[CH2:1]([CH2:4][NH:5][C:6]([CH3:10])([CH3:9])[CH2:7][NH2:8])[CH:2]=[CH2:3]. Procedure details: 2-Allylmethylamino-2-methylpropionitrile (1.3 g.,) in benzene (20 ml., dry) was added dropwise to a stirred solution of sodium dihydro-bis[2-methoxy-ethoxy]aluminate (6.7 g.,) in benzene (30 ml., dry) under an atmosphere of nitrogen and stirred overnight. The excess reducing agent was decomposed by the dropwise addition of water. The phases were separated, the organic phase was washed with water, the aqueous phase was washed with benzene and the combined organic extract was dried (MgSO4) and the... Yields the product CCCn1ccnc1C=O. The reactants are [H-], CCCI, [Na+], CN(C)C=O, O=Cc1ncc[nH]1. As a reaction SMILES: [H-:12].[I:8][CH2:9][CH2:10][CH3:11].[Na+:13].[O:14]=[CH:15][N:16]([CH3:17])[CH3:18].[nH:1]1[c:2]([CH:6]=[O:7])[n:3][cH:4][cH:5]1>>[n:1]1([CH2:9][CH2:10][CH3:11])[c:2]([CH:6]=[O:7])[n:3][cH:4][cH:5]1. Reaction SMILES: [CH3:34][OH:35].[CH3:7][c:8]1[cH:9][c:10]([CH:16]([C:17](=[O:18])[OH:19])[CH2:20][CH:21]2[CH2:22][C:23](=[O:26])[CH2:24][CH2:25]2)[cH:11][cH:12][c:13]1[S:14][CH3:15].[I+3:1]([O-:2])([O-:3])([O-:4])[O-:5].[K+:32].[Mn:27](=[O:28])([O-:29])(=[O:30])=[O:31].[Na+:6].[OH2:33]>>[CH3:7][c:8]1[cH:9][c:10]([CH:16]([C:17](=[O:18])[OH:19])[CH2:20][CH:21]2[CH2:22][C:23](=[O:26])[CH2:24][CH2:25]2)[cH:11][cH:12][c:13]1[S:14]([CH3:15])(=[O:28])=[O:33]. The product is Cc1cc(C(CC2CCC(=O)C2)C(=O)O)ccc1S(C)(=O)=O. The reactants are CO, CSc1ccc(C(CC2CCC(=O)C2)C(=O)O)cc1C, [O-][I+3]([O-])([O-])[O-], [K+], O=[Mn](=O)(=O)[O-], [Na+], O. Starting materials: ClC=1C=C(C=CC1)C1=CN=C2N1N=C(C=C2)NC2CCC(CC2)=CC#N (2-(4-((3-(3-chlorophenyl)imidazo[1,2-b]pyridazin-6-yl)amino)cyclohexylidene)acetonitrile), 8-87. Reagents/catalysts: [Pd] (Pd/C). The solvent is CCOC(=O)C (EtOAc). Conditions: time 4 hour. Yields the product ClC=1C=C(C=CC1)C1=CN=C2N1N=C(C=C2)N[C@@H]2CC[C@H](CC2)CC#N (2-(trans-4-((3-(3-chlorophenyl)imidazo[1,2-b]pyridazin-6-yl)amino)cyclohexyl)acetonitrile). Reaction SMILES: [Cl:1][C:2]1[CH:3]=[C:4]([C:8]2[N:12]3[N:13]=[C:14]([NH:17][CH:18]4[CH2:23][CH2:22][C:21](=[CH:24][C:25]#[N:26])[CH2:20][CH2:19]4)[CH:15]=[CH:16][C:11]3=[N:10][CH:9]=2)[CH:5]=[CH:6][CH:7]=1>CCOC(C)=O.[Pd]>[Cl:1][C:2]1[CH:3]=[C:4]([C:8]2[N:12]3[N:13]=[C:14]([NH:17][C@H:18]4[CH2:19][CH2:20][C@H:21]([CH2:24][C:25]#[N:26])[CH2:22][CH2:23]4)[CH:15]=[CH:16][C:11]3=[N:10][CH:9]=2)[CH:5]=[CH:6][CH:7]=1. Procedure: A mixture of 2-(4-((3-(3-chlorophenyl)imidazo[1,2-b]pyridazin-6-yl)amino)cyclohexylidene)acetonitrile (100 mg, 0.26 mmol) and 10% Pd/C (100 mg) in EtOAc (2 mL) was stirred under H2 balloon at room temperature for 4 h. LCMS showed the most of s.m was consumed. The mixture was filtered and the filterate was concentrated in vacuo. The residue was purified by prep. HPLC to give EX. 8-87 (13 mg, 13.7%) as a white solid. Reactants: [BH4-].[Na+] (sodium borohydride), CC(=O)C=1C=C2CC(CC2=CC1)NC(C)=O ((2-Acetamido-indan-5-yl) methyl ketone). The solvent is O (water), CO (methanol). Product: C(C)(=O)NC1CC2=CC=C(C=C2C1)C(C)O (1-(2-Acetamido-indan-5-yl)-1-ethanol). As a reaction SMILES: [BH4-].[Na+].[CH3:3][C:4]([C:6]1[CH:7]=[C:8]2[C:12](=[CH:13][CH:14]=1)[CH2:11][CH:10]([NH:15][C:16](=[O:18])[CH3:17])[CH2:9]2)=[O:5]>O.CO>[C:16]([NH:15][CH:10]1[CH2:9][C:8]2[C:12](=[CH:13][CH:14]=[C:6]([CH:4]([OH:5])[CH3:3])[CH:7]=2)[CH2:11]1)(=[O:18])[CH3:17] |f:0.1|. Reported procedure: A solution of 4.6 g (0.12 mol) of sodium borohydride in 25 ml of water is added to 24 g (0.11 mmol) of (2-acetamido-indan-5-yl) methyl ketone (Example G) in 200 ml of methanol at room temperature. After 21/2 hours, the mixture is evaporated in vacuo and the residue is diluted with ice-water and acidified. The reaction product is extracted with 9:1 methylene chloride/methanol, the organic phase is dried, and the solvent is removed in vacuo. Product: N12CC(C(CC1)CC2)NC(=O)NC(=O)C=2SC=CC2 (N-[[[1-Azabicyclo[2.2.2]octan-3-yl]amino]carbonyl]-2-thiophenecarboxamide). The reactants are Cl.Cl.NC1CN2CCC1CC2 (3-aminoquinuclidine dihydrochloride), product, C(\C=C/C(=O)[O-])(=O)[O-] (maleate), S1C(=CC=C1)C(=O)NC(=O)N (2-thienoylurea), C(C)(C)N(CC)C(C)C (diisopropylethylamine). RXN SMILES: Cl.Cl.[NH2:3][CH:4]1[CH:9]2[CH2:10][CH2:11][N:6]([CH2:7][CH2:8]2)[CH2:5]1.[S:12]1[CH:16]=[CH:15][CH:14]=[C:13]1[C:17]([NH:19][C:20](N)=[O:21])=[O:18].C(N(C(C)C)CC)(C)C.C([O-])(=O)/C=C\C([O-])=O>N1C=CC=CC=1>[N:6]12[CH2:11][CH2:10][CH:9]([CH2:8][CH2:7]1)[CH:4]([NH:3][C:20]([NH:19][C:17]([C:13]1[S:12][CH:16]=[CH:15][CH:14]=1)=[O:18])=[O:21])[CH2:5]2 |f:0.1.2|. Solvent: N1=CC=CC=C1 (pyridine). Procedure details: The above compound was prepared, following the procedure of Example 14b, from 3-aminoquinuclidine dihydrochloride (1.0 g, 5 mmol), 2-thienoylurea (0.85 g, 5 mmol) and diisopropylethylamine (1.3 g, 10 mmol) in pyridine (20 ml). The product (0.79 g) was converted to hydrochloride half hydrate, mp 232°-233° C. The reactants are CN(C)C=O, CCN1CCN(CCCl)C1=O, COc1cc(N)c(Cl)cc1C(=O)NC1CCNCC1OC, [Na+], [Na+], O=C([O-])[O-]. Product: CCN1CCN(CCN2CCC(NC(=O)c3cc(Cl)c(N)cc3OC)C(OC)C2)C1=O. RXN SMILES: [CH3:39][N:40]([CH3:41])[CH:42]=[O:43].[Cl:1][CH2:2][CH2:3][N:4]1[C:5](=[O:11])[N:6]([CH2:9][CH3:10])[CH2:7][CH2:8]1.[NH2:12][c:13]1[cH:14][c:15]([O:31][CH3:32])[c:16]([C:17](=[O:18])[NH:19][CH:20]2[CH:21]([O:26][CH3:27])[CH2:22][NH:23][CH2:24][CH2:25]2)[cH:28][c:29]1[Cl:30].[Na+:33].[Na+:34].[O-:35][C:36](=[O:37])[O-:38]>>[CH2:2]([CH2:3][N:4]1[C:5](=[O:11])[N:6]([CH2:9][CH3:10])[CH2:7][CH2:8]1)[N:23]1[CH2:22][CH:21]([O:26][CH3:27])[CH:20]([NH:19][C:17]([c:16]2[c:15]([O:31][CH3:32])[cH:14][c:13]([NH2:12])[c:29]([Cl:30])[cH:28]2)=[O:18])[CH2:25][CH2:24]1. Starting materials: CCOC(C)=O, CCCCCC, Nc1ccccc1, Cc1c(NC(=O)CC(C)(C)C)cc2c(c1C)OC(C)(C)C2O. Yields the product Cc1c(NC(=O)CC(C)(C)C)cc2c(c1C)OC(C)(C)C2Nc1ccccc1. RXN SMILES: [C:36]([O:37][CH2:38][CH3:39])(=[O:40])[CH3:41].[CH3:30][CH2:31][CH2:32][CH2:33][CH2:34][CH3:35].[NH2:23][c:24]1[cH:25][cH:26][cH:27][cH:28][cH:29]1.[OH:1][CH:2]1[C:3]([CH3:21])([CH3:22])[O:4][c:5]2[c:6]1[cH:7][c:8]([NH:13][C:14]([CH2:15][C:16]([CH3:17])([CH3:18])[CH3:19])=[O:20])[c:9]([CH3:12])[c:10]2[CH3:11]>>[CH:2]1([NH:23][c:24]2[cH:25][cH:26][cH:27][cH:28][cH:29]2)[C:3]([CH3:21])([CH3:22])[O:4][c:5]2[c:6]1[cH:7][c:8]([NH:13][C:14]([CH2:15][C:16]([CH3:17])([CH3:18])[CH3:19])=[O:20])[c:9]([CH3:12])[c:10]2[CH3:11].